From a dataset of the Open Reaction Database (ORD), a public repository of structured organic reaction records. describe an organic reaction: reactants, conditions, products, and yield The reactants are C1(=CC=C(C=C1)S(=O)(=O)OCCNS(=O)(=O)C=1C=2C=CN=CC2C=CC1)C (N-(2-paratoluenesulfonyloxyethyl)-5-isoquinolinesulfonamide), C1OC=2C=C(CN)C=CC2O1 (3,4-methylenedioxybenzylamine), resultant mixture. Run in O1CCCC1 (tetrahydrofuran). Product: C1OC=2C=C(CNCCNS(=O)(=O)C=3C=4C=CN=CC4C=CC3)C=CC2O1 (N-[2(3,4-methylenedioxybenzylamino)ethyl]-5-isoquinolinesulfonamide). The yield is 48.0%. RXN SMILES: C1(C)C=CC(S(O[CH2:11][CH2:12][NH:13][S:14]([C:17]2[C:18]3[CH:19]=[CH:20][N:21]=[CH:22][C:23]=3[CH:24]=[CH:25][CH:26]=2)(=[O:16])=[O:15])(=O)=O)=CC=1.[CH2:28]1[O:38][C:37]2[CH:36]=[CH:35][C:32]([CH2:33][NH2:34])=[CH:31][C:30]=2[O:29]1>O1CCCC1>[CH2:28]1[O:38][C:37]2[CH:36]=[CH:35][C:32]([CH2:33][NH:34][CH2:11][CH2:12][NH:13][S:14]([C:17]3[C:18]4[CH:19]=[CH:20][N:21]=[CH:22][C:23]=4[CH:24]=[CH:25][CH:26]=3)(=[O:15])=[O:16])=[CH:31][C:30]=2[O:29]1. Procedure: To 4.06 g of the thus obtained N-(2-paratoluenesulfonyloxyethyl)-5-isoquinolinesulfonamide was added 40 ml of tetrahydrofuran containing 4.53 g of 3,4-methylenedioxybenzylamine. The resultant mixture was heated in a sealed vessel at 100° C. for 17 hours and then, the solvent was removed by distillation under reduced pressure to obtain a residue. The thus obtained residue was subjected to purification by means of a column for chromatography packed with 200 g of silica gel (Wacogel C-200, manufact...